From a dataset of the Open Reaction Database (ORD), a public repository of structured organic reaction records. describe an organic reaction: reactants, conditions, products, and yield The reactants are CC(C)(C)OC(=O)NCC1CCN(c2nc(Nc3ccc(C(N)=O)cc3)ncc2F)CC1, O=C(O)C(F)(F)F. Product: NCC1CCN(c2nc(Nc3ccc(C(N)=O)cc3)ncc2F)CC1. Reaction SMILES: [C:1]([NH2:2])(=[O:3])[c:4]1[cH:5][cH:6][c:7]([NH:10][c:11]2[n:12][cH:13][c:14]([F:32])[c:15]([N:17]3[CH2:18][CH2:19][CH:20]([CH2:23][NH:24][C:25](=[O:26])[O:27][C:28]([CH3:29])([CH3:30])[CH3:31])[CH2:21][CH2:22]3)[n:16]2)[cH:8][cH:9]1.[F:33][C:34]([F:35])([F:36])[C:37]([OH:38])=[O:39]>>[C:1]([NH2:2])(=[O:3])[c:4]1[cH:5][cH:6][c:7]([NH:10][c:11]2[n:12][cH:13][c:14]([F:32])[c:15]([N:17]3[CH2:18][CH2:19][CH:20]([CH2:23][NH2:24])[CH2:21][CH2:22]3)[n:16]2)[cH:8][cH:9]1. The reactants are CC(CCN)C (3-Methylbutan-1-amine), C(C)(C)N(CC)C(C)C (diisopropylethylamine), [N+](=O)([O-])C1=CC=C(C=C1)S(=O)(=O)Cl (4-Nitrobenzene-1-sulfonyl chloride). Solvent: ClCCl (dichloromethane), ClCCl (dichloromethane), C([O-])(O)=O.[Na+] (sodium bicarbonate). Reaction conditions: temperature 0 celsius. The product is C(CC(C)C)NS(=O)(=O)C1=CC=C(C=C1)[N+](=O)[O-] (N-isopentyl-4-nitrobenzenesulfonamide). Reaction SMILES: [N+:1]([C:4]1[CH:9]=[CH:8][C:7]([S:10](Cl)(=[O:12])=[O:11])=[CH:6][CH:5]=1)([O-:3])=[O:2].C(N(C(C)C)CC)(C)C.[CH3:23][CH:24]([CH3:28])[CH2:25][CH2:26][NH2:27]>ClCCl.C(=O)(O)[O-].[Na+]>[CH2:26]([NH:27][S:10]([C:7]1[CH:8]=[CH:9][C:4]([N+:1]([O-:3])=[O:2])=[CH:5][CH:6]=1)(=[O:12])=[O:11])[CH2:25][CH:24]([CH3:28])[CH3:23] |f:4.5|. Procedure details: 4-Nitrobenzene-1-sulfonyl chloride (1.5 g, 6.57 mmol) was dissolved in dichloromethane (30 ml) and cooled to 0° C. followed by addition of diisopropylethylamine (2.293 ml, 13.13 mmol). 3-Methylbutan-1-amine (0.926 ml, 7.88 mmol) was dissolved in 5 ml dichloromethane and added via syringe. After the addition, the mixture was allowed to warm to room temperature for 3 hours. The solution was diluted with aqueous sodium bicarbonate and extracted twice with dichloromethane. The organics were combined...